From a dataset of the Open Reaction Database (ORD), a public repository of structured organic reaction records. describe an organic reaction: reactants, conditions, products, and yield Starting materials: ClC1=NC=C(C=C1C(=O)N[C@@H](C)C1=CC=C(C(=O)OC)C=C1)Cl (Methyl 4-((1S)-1-{[(2,5-dichloropyridin-3-yl)carbonyl]amino}ethyl)benzoate), ClC=1C=C(C=CC1C)O (3-chloro-4-methylphenol). Yields the product ClC=1C=C(C(=NC1)OC1=CC(=C(C=C1)C)Cl)C(=O)N[C@@H](C)C1=CC=C(C(=O)OC)C=C1 (Methyl 4-[(1S)-1-({[5-chloro-2-(3-chloro-4-methylphenoxy)pyridin-3-yl]carbonyl}amino)ethyl]benzoate). RXN SMILES: Cl[C:2]1[C:7]([C:8]([NH:10][C@H:11]([C:13]2[CH:22]=[CH:21][C:16]([C:17]([O:19][CH3:20])=[O:18])=[CH:15][CH:14]=2)[CH3:12])=[O:9])=[CH:6][C:5]([Cl:23])=[CH:4][N:3]=1.[Cl:24][C:25]1[CH:26]=[C:27]([OH:32])[CH:28]=[CH:29][C:30]=1[CH3:31]>>[Cl:23][C:5]1[CH:6]=[C:7]([C:8]([NH:10][C@H:11]([C:13]2[CH:22]=[CH:21][C:16]([C:17]([O:19][CH3:20])=[O:18])=[CH:15][CH:14]=2)[CH3:12])=[O:9])[C:2]([O:32][C:27]2[CH:28]=[CH:29][C:30]([CH3:31])=[C:25]([Cl:24])[CH:26]=2)=[N:3][CH:4]=1. Procedure details: The title compound was prepared according to the procedure described in step 2 of Example 45 from methyl 4-((1S)-1-{[(2,5-dichloropyridin-3-yl)carbonyl]amino}ethyl)benzoate (step 1 of Example 48) and 3-chloro-4-methylphenol: 1H-NMR (CDCl3) δ 8.54 (1H, d, J=2.6 Hz), 8.15 (1H, d, J=2.6 Hz), 8.07 (1H, d, J=7.3 Hz), 8.01 (2H, d, J=8.4 Hz), 7.43 (2H, d, J=8.4 Hz), 7.32 (1H, d, J=8.4 Hz), 7.20 (1H, d, J=2.5 Hz), 6.97 (1H, dd, J=8.4, 2.5 Hz), 5.37 (1H, dq, J=7.3, 7.1 Hz), 3.91 (3H, s), 2.41 (3H, s), 1.... The reactants are [Li]CCCC, CC#N, CCCCCC, CCOC(=O)C(F)(F)C(F)(F)F. The product is N#CCC(=O)C(F)(F)C(F)(F)F. RXN SMILES: [CH2:16]([Li:17])[CH2:18][CH2:19][CH3:20].[CH3:1][C:2]#[N:3].[CH3:21][CH2:22][CH2:23][CH2:24][CH2:25][CH3:26].[F:4][C:5]([C:6]([C:7](=[O:8])[O:9][CH2:10][CH3:11])([F:12])[F:13])([F:14])[F:15]>>[CH2:1]([C:2]#[N:3])[C:7]([C:6]([C:5]([F:4])([F:14])[F:15])([F:12])[F:13])=[O:8]. Reactants: CCN=C=NCCCN(C)C, CN(C)C=O, Cl, CC(C)(C)OC(=O)NCCN, O, On1nnc2ccccc21, O=C(O)C1CCN(c2nsc(N3CCN(C(=O)Nc4noc5ccccc45)CC3)n2)CC1. The product is CC(C)(C)OC(=O)NCCNC(=O)C1CCN(c2nsc(N3CCN(C(=O)Nc4noc5ccccc45)CC3)n2)CC1. As a reaction SMILES: [CH3:44][N:45]([CH3:46])[CH2:47][CH2:48][CH2:49][N:50]=[C:51]=[N:52][CH2:53][CH3:54].[CH3:66][N:67]([CH3:68])[CH:69]=[O:70].[ClH:43].[NH2:55][CH2:56][CH2:57][NH:58][C:59]([O:60][C:61]([CH3:62])([CH3:63])[CH3:64])=[O:65].[OH2:71].[OH:33][n:34]1[c:35]2[cH:36][cH:37][cH:38][cH:39][c:40]2[n:41][n:42]1.[o:1]1[n:2][c:3]([NH:10][C:11](=[O:12])[N:13]2[CH2:14][CH2:15][N:16]([c:19]3[n:20][c:21]([N:24]4[CH2:25][CH2:26][CH:27]([C:30](=[O:31])[OH:32])[CH2:28][CH2:29]4)[n:22][s:23]3)[CH2:17][CH2:18]2)[c:4]2[c:5]1[cH:6][cH:7][cH:8][cH:9]2>>[o:1]1[n:2][c:3]([NH:10][C:11](=[O:12])[N:13]2[CH2:14][CH2:15][N:16]([c:19]3[n:20][c:21]([N:24]4[CH2:25][CH2:26][CH:27]([C:30](=[O:31])[NH:55][CH2:56][CH2:57][NH:58][C:59]([O:60][C:61]([CH3:62])([CH3:63])[CH3:64])=[O:65])[CH2:28][CH2:29]4)[n:22][s:23]3)[CH2:17][CH2:18]2)[c:4]2[c:5]1[cH:6][cH:7][cH:8][cH:9]2. Reactants: C1(=CC=CC=C1)P(C1=CC=CC=C1)C1=CC=CC=C1 (Triphenylphosphine), O1CCCC1 (Tetrahydrofuran), N1=CC(=CC=C1)B(O)O (3-Pyridylboronic acid), C(C)O (Ethanol), C([O-])([O-])=O.[Na+].[Na+] (Sodium carbonate), BrC1=CC=C2C=NC(=NN21)NC2=C(C=C(C=C2)N2CCC(CC2)N2CCN(CC2)C)OC ((7-Bromo-pyrrolo[2,1-f][1,2,4]triazin-2-yl)-{2-methoxy-4-[4-(4-methyl-piperazin-1-yl)-piperidin-1-yl]-phenyl}-amine), O (Water). Reagents/catalysts: C(C)(=O)[O-].[Pd+2].C(C)(=O)[O-] (Palladium Acetate). Run at time 10 minute. The product is N1=CC(=CC=C1)C1=CC=C2C=NC(=NN21)N ((7-pyridin-3-yl-pyrrolo[2,1-f][1,2,4]triazin-2-yl)-amine). The yield is 133.7%. RXN SMILES: C1(P(C2C=CC=CC=2)C2C=CC=CC=2)C=CC=CC=1.O1CCCC1.Br[C:26]1[N:34]2[C:29]([CH:30]=[N:31][C:32]([NH:35]C3C=CC(N4CCC(N5CCN(C)CC5)CC4)=CC=3OC)=[N:33]2)=[CH:28][CH:27]=1.[N:57]1[CH:62]=[CH:61][CH:60]=[C:59](B(O)O)[CH:58]=1.C(=O)([O-])[O-].[Na+].[Na+].O.C(O)C>C([O-])(=O)C.[Pd+2].C([O-])(=O)C>[N:57]1[CH:62]=[CH:61][CH:60]=[C:59]([C:26]2[N:34]3[C:29]([CH:30]=[N:31][C:32]([NH2:35])=[N:33]3)=[CH:28][CH:27]=2)[CH:58]=1 |f:4.5.6,9.10.11|. Procedure: Palladium Acetate (0.009 g, 0.00004 mol) and Triphenylphosphine (0.013 g, 0.000050 mol) were dissolved in Tetrahydrofuran (4 mL, 0.05 mol) and the mixture was allowed to stir at room temperature for 10 minutes. (7-Bromo-pyrrolo[2,1-f][1,2,4]triazin-2-yl)-{2-methoxy-4-[4-(4-methyl-piperazin-1-yl)-piperidin-1-yl]-phenyl}-amine (0.10 g, 0.00020 mol) (For preparation see Example 242) was then added and the reaction was again allowed to stir for 10 minutes. 3-Pyridylboronic acid (0.034 g, 0.00028 mol... Starting materials: C1CCOC1, CCOC(=O)c1cnc(Cl)nc1C(=O)OCC, NN. Yields the product CCOC(=O)c1cnc(NN)nc1C(=O)OCC. As a reaction SMILES: [CH2:20]1[O:21][CH2:22][CH2:23][CH2:24]1.[Cl:1][c:2]1[n:3][cH:4][c:5]([C:13](=[O:14])[O:15][CH2:16][CH3:17])[c:6]([C:8](=[O:9])[O:10][CH2:11][CH3:12])[n:7]1.[NH2:18][NH2:19]>>[c:2]1([NH:18][NH2:19])[n:3][cH:4][c:5]([C:13](=[O:14])[O:15][CH2:16][CH3:17])[c:6]([C:8](=[O:9])[O:10][CH2:11][CH3:12])[n:7]1.